This data is from the Open Reaction Database (ORD), a public repository of structured organic reaction records. The task is: describe an organic reaction: reactants, conditions, products, and yield Starting materials: FC=1C=C(C=C(C1F)F)O (3,4,5-trifluorophenol), BrCC1CC[Si](CC1)(C1=CC=CC=C1)CCCC(C)F (4-bromomethyl-1-(4-fluoropentyl)-1-phenyl-1-silacyclohexane). Product: FC=1C=C(C=C(C1F)F)OC[C@@H]1CC[Si@H](CC1)CCCC(C)F (trans-4-(3,4,5-trifluorophenyloxymethyl)-1-(4-fluoropentyl)-1-silacyclohexane). Reaction SMILES: [F:1][C:2]1[CH:3]=[C:4]([OH:10])[CH:5]=[C:6]([F:9])[C:7]=1[F:8].Br[CH2:12][CH:13]1[CH2:18][CH2:17][Si:16]([CH2:25][CH2:26][CH2:27][CH:28]([F:30])[CH3:29])(C2C=CC=CC=2)[CH2:15][CH2:14]1>>[F:1][C:2]1[CH:3]=[C:4]([O:10][CH2:12][C@H:13]2[CH2:14][CH2:15][Si@H:16]([CH2:25][CH2:26][CH2:27][CH:28]([F:30])[CH3:29])[CH2:17][CH2:18]2)[CH:5]=[C:6]([F:9])[C:7]=1[F:8]. Procedure: The general procedure of Example 9 was repeated using 3,4,5-trifluorophenol and 4-bromomethyl-1-(4-fluoropentyl)-1-phenyl-1-silacyclohexane, thereby obtaining the intended compound. Reactants: N1=C(C=CC=C1)CN (Pyridin-2-ylmethanamine), BrC(C(=O)N=C=S)(C(C)C)C (2-bromo-2,3-dimethylbutanoyl isothiocyanate). Solvent: C(Cl)Cl (CH2Cl2). Run at time 15 minute. Product: C(C)(C)C1(C(N=C(S1)NCC1=NC=CC=C1)=O)C (5-Isopropyl-5-methyl-2-(pyridin-2-ylmethylamino)thiazol-4(5H)-one). Yield: 42.5%. Reaction SMILES: [N:1]1[CH:6]=[CH:5][CH:4]=[CH:3][C:2]=1[CH2:7][NH2:8].Br[C:10]([CH3:19])([CH:16]([CH3:18])[CH3:17])[C:11]([N:13]=[C:14]=[S:15])=[O:12]>C(Cl)Cl>[CH:16]([C:10]1([CH3:19])[S:15][C:14]([NH:8][CH2:7][C:2]2[CH:3]=[CH:4][CH:5]=[CH:6][N:1]=2)=[N:13][C:11]1=[O:12])([CH3:18])[CH3:17]. Procedure: Pyridin-2-ylmethanamine (0.22 mL, 2.1 mmol) was added to 2-bromo-2,3-dimethylbutanoyl isothiocyanate (240 mg, 1.1 mmol) at room temperature. The reaction was exothermic, and was stirred at room temperature for 15 min. CH2Cl2 (2 ml) was added, and the resulting precipitate was removed by filtration. The CH2Cl2 solution was concentrated, and the mixture was purified by silica gel column (gradient 1% (10% NH3 in MeOH) to 30% (10% NH3 in MeOH) in CH2Cl2) to give the title compound as an off-white so... Reactants: Brc1ccc(Br)nc1, CCOC(C)=O, Oc1ccc(OC(F)(F)F)cc1, [H-], [Na+], CN(C)C=O. Product: FC(F)(F)Oc1ccc(Oc2ccc(Br)cn2)cc1. RXN SMILES: [Br:15][c:16]1[n:17][cH:18][c:19]([Br:22])[cH:20][cH:21]1.[CH3:23][CH2:24][O:25][C:26](=[O:27])[CH3:28].[F:1][C:2]([O:3][c:4]1[cH:5][cH:6][c:7]([OH:10])[cH:8][cH:9]1)([F:11])[F:12].[H-:13].[Na+:14].[O:29]=[CH:30][N:31]([CH3:32])[CH3:33]>>[F:1][C:2]([O:3][c:4]1[cH:5][cH:6][c:7]([O:10][c:16]2[n:17][cH:18][c:19]([Br:22])[cH:20][cH:21]2)[cH:8][cH:9]1)([F:11])[F:12]. The reactants are CC(C)(C)OC(=O)ON=C(C#N)C1=CC=CC=C1 (BOC-ON), Cl.Cl.C(C1=CC=CC=C1)ONCCCCCN (N-Benzyloxy-1,5-pentanediamine dihydrochloride). Solvent: C1CCOC1 (THF), C1CCOC1 (THF). Conditions: time 24 hour. The product is C(C1=CC=CC=C1)ONCCCCCNC(=O)OC(C)(C)C (N-Benzyloxy-N'-(tert-butoxycarbonyl)-1,5-pentanediamine). As a reaction SMILES: [CH3:1][C:2]([O:5][C:6](ON=C(C1C=CC=CC=1)C#N)=[O:7])([CH3:4])[CH3:3].Cl.Cl.[CH2:21]([O:28][NH:29][CH2:30][CH2:31][CH2:32][CH2:33][CH2:34][NH2:35])[C:22]1[CH:27]=[CH:26][CH:25]=[CH:24][CH:23]=1>C1COCC1>[CH2:21]([O:28][NH:29][CH2:30][CH2:31][CH2:32][CH2:33][CH2:34][NH:35][C:6]([O:5][C:2]([CH3:4])([CH3:3])[CH3:1])=[O:7])[C:22]1[CH:27]=[CH:26][CH:25]=[CH:24][CH:23]=1 |f:1.2.3|. Procedure: 1 N NaOH (100 mL) was added to (6) (6.01 g, 21.4 mmol), followed by extraction with ether (5×50 mL). After a brine wash (50 mL), solvent was removed to give 4.39 g of (6) as the free amine. BOC-ON (5.10 g, 20.7 mmol ) in distilled THF (100 mL) was added to (6) (free amine, 21.1 mmol) in THF (165 mL) at 0° C. over 30 minutes. The reaction was stirred (0° C. to room temperature) for 24 hours and concentrated in vacuo. Cold 1N NaOH (100 mL) was added, followed by extraction with EtOAc (4×100 mL). T... Starting materials: Brc1ccc(Br)cc1, C[Si](C)(C)Cl, CCCCCC, [Li]CCCC. Yields the product C[Si](C)(C)c1ccc(Br)cc1. RXN SMILES: [Br:1][c:2]1[cH:3][cH:4][c:5]([Br:8])[cH:6][cH:7]1.[CH3:14][Si:15]([Cl:16])([CH3:17])[CH3:18].[CH3:19][CH2:20][CH2:21][CH2:22][CH2:23][CH3:24].[Li:9][CH2:10][CH2:11][CH2:12][CH3:13]>>[Br:1][c:2]1[cH:3][cH:4][c:5]([Si:15]([CH3:14])([CH3:17])[CH3:18])[cH:6][cH:7]1.